This data is from the Open Reaction Database (ORD), a public repository of structured organic reaction records. The task is: describe an organic reaction: reactants, conditions, products, and yield Starting materials: O=[N+]([O-])c1ccc(Sc2ccccc2Br)c(S(=O)O)c1, CS(=O)(=O)O. Product: O=[N+]([O-])c1ccc2c(c1)Sc1cccc(Br)c1S2. RXN SMILES: [Br:1][c:2]1[c:3]([S:8][c:9]2[c:10]([S:18]([OH:19])=[O:20])[cH:11][c:12]([N+:15](=[O:16])[O-:17])[cH:13][cH:14]2)[cH:4][cH:5][cH:6][cH:7]1.[CH3:21][S:22](=[O:23])(=[O:24])[OH:25]>>[Br:1][c:2]1[c:3]2[c:4]([cH:5][cH:6][cH:7]1)[S:18][c:10]1[c:9]([cH:14][cH:13][c:12]([N+:15](=[O:16])[O-:17])[cH:11]1)[S:8]2. Starting materials: C(C1=CC=CC=C1)OC=1C(C=CN2C1C(N(CC2)CC2=CC(=C(C=C2)Cl)Cl)=O)=O (9-benzyloxy-2-(3,4-dichlorobenzyl)-3,4-dihydro-2H-pyrido[1,2-a]pyrazine-1,8-dione), CO (methanol), [Br-].[Br-].[Br-].C1(=CC=CC=C1)[N+](C)(C)C.C1(=CC=CC=C1)[N+](C)(C)C.C1(=CC=CC=C1)[N+](C)(C)C (phenyltrimethylammonium tribromide), S(=O)([O-])[O-].[Na+].[Na+] (sodium sulfite). The solvent is C(Cl)(Cl)Cl (chloroform). Run at time 13 hour. Product: C(C1=CC=CC=C1)OC=1C(C(=CN2C1C(N(CC2)CC2=CC(=C(C=C2)Cl)Cl)=O)Br)=O (9-benzyloxy-7-bromo-2-(3,4-dichlorobenzyl)-3,4-dihydro-2H-pyrido[1,2-a]pyrazine-1,8-dione). Isolated yield 62.3%. Reaction SMILES: [CH2:1]([O:8][C:9]1[C:10](=[O:29])[CH:11]=[CH:12][N:13]2[CH2:18][CH2:17][N:16]([CH2:19][C:20]3[CH:25]=[CH:24][C:23]([Cl:26])=[C:22]([Cl:27])[CH:21]=3)[C:15](=[O:28])[C:14]=12)[C:2]1[CH:7]=[CH:6][CH:5]=[CH:4][CH:3]=1.CO.[Br-:32].[Br-].[Br-].C1([N+](C)(C)C)C=CC=CC=1.C1([N+](C)(C)C)C=CC=CC=1.C1([N+](C)(C)C)C=CC=CC=1.S([O-])([O-])=O.[Na+].[Na+]>C(Cl)(Cl)Cl>[CH2:1]([O:8][C:9]1[C:10](=[O:29])[C:11]([Br:32])=[CH:12][N:13]2[CH2:18][CH2:17][N:16]([CH2:19][C:20]3[CH:25]=[CH:24][C:23]([Cl:26])=[C:22]([Cl:27])[CH:21]=3)[C:15](=[O:28])[C:14]=12)[C:2]1[CH:7]=[CH:6][CH:5]=[CH:4][CH:3]=1 |f:2.3.4.5.6.7,8.9.10|. Procedure details: To a solution of 9-benzyloxy-2-(3,4-dichlorobenzyl)-3,4-dihydro-2H-pyrido[1,2-a]pyrazine-1,8-dione (3.8 g) obtained in Example 1, Step 3 in chloroform (90 ml)-methanol (60 ml) was added phenyltrimethylammonium tribromide (5.0 g) and the mixture was stirred at room temperature for 13 hr. An aqueous sodium sulfite solution was added to the reaction mixture and the mixture was extracted twice with chloroform. The combined extract was washed with brine and purified as it was by silica gel column chr... Starting materials: BrC=1CC2CCC(N(C2=CC1)C(=O)C(=O)OCC)C(C)C(=O)OC (6-bromo-N-ethoxalyl-2-(1-methoxycarbonylethyl)tetrahydroquinoline), F[B-](F)(F)F.O=[N+]=O (nitronium tetrafluoroborate), [N+](=O)([O-])[O-].[NH4+].FC(C(=O)OC(C(F)(F)F)=O)(F)F (ammonium nitrate trifluoroacetic anhydride). The solvent is ClCCl (dichloromethane), C(Cl)(Cl)Cl (chloroform). Yields the product BrC=1C=C2C=3N(C(C(NC3C1)=O)=O)C(CC2)C(C)C(=O)OC (9-Bromo-5-(1-methoxycarbonylethyl)-6,7-dihydro-1H, 5H-pyrido[1,2,3-de]quinoxaline-2,3-dione). RXN SMILES: [Br:1][C:2]1[CH2:3][CH:4]2[C:9](=[CH:10][CH:11]=1)[N:8]([C:12]([C:14](OCC)=[O:15])=[O:13])[CH:7]([CH:19]([C:21]([O:23][CH3:24])=[O:22])[CH3:20])[CH2:6][CH2:5]2.F[B-](F)(F)F.O=[N+:31]=O.[N+]([O-])([O-])=O.[NH4+].FC(F)(F)C(OC(=O)C(F)(F)F)=O>ClCCl.C(Cl)(Cl)Cl>[Br:1][C:2]1[CH:3]=[C:4]2[CH2:5][CH2:6][CH:7]([CH:19]([C:21]([O:23][CH3:24])=[O:22])[CH3:20])[N:8]3[C:12](=[O:13])[C:14](=[O:15])[NH:31][C:10]([CH:11]=1)=[C:9]23 |f:1.2,3.4.5|. Procedure details: The title compound was prepared by the route outlined in Example 22-6 to 7 starting with 6-bromo-N-ethoxalyl-2-(1-methoxycarbonylethyl)tetrahydroquinoline (more polar). In nitration step of Example 22-6, conditions of nitronium tetrafluoroborate in dichloromethane at room temperature were employed instead of those of refluxing ammonium nitrate-trifluoroacetic anhydride in chloroform: mp 256°~257° C.; 1H NMR (270 MHz, DMSO-d6) δ12.12 (s, 1H), 7.19 (s, 1H), 7.16 (s, 1H), 5.11 (bd, 1H, J=9 Hz), 3.5... Reactants: C[Si](C)(C)C#Cc1cnc2c(n1)c(C(=O)NC(C(=O)N1CCC(C#N)CC1)C1CC1)cn2COCC[Si](C)(C)C, CO, [K+], [K+], O=C([O-])[O-]. Product: C#Cc1cnc2c(n1)c(C(=O)NC(C(=O)N1CCC(C#N)CC1)C1CC1)cn2COCC[Si](C)(C)C. Reaction SMILES: [C:1](#[N:2])[CH:3]1[CH2:4][CH2:5][N:6]([C:9]([CH:10]([CH:11]2[CH2:12][CH2:13]2)[NH:14][C:15](=[O:16])[c:17]2[cH:18][n:19]([CH2:32][O:33][CH2:34][CH2:35][Si:36]([CH3:37])([CH3:38])[CH3:39])[c:20]3[n:21][cH:22][c:23]([C:26]#[C:27][Si:28]([CH3:29])([CH3:30])[CH3:31])[n:24][c:25]23)=[O:40])[CH2:7][CH2:8]1.[CH3:47][OH:48].[K+:41].[K+:42].[O-:43][C:44]([O-:45])=[O:46]>>[C:1](#[N:2])[CH:3]1[CH2:4][CH2:5][N:6]([C:9]([CH:10]([CH:11]2[CH2:12][CH2:13]2)[NH:14][C:15](=[O:16])[c:17]2[cH:18][n:19]([CH2:32][O:33][CH2:34][CH2:35][Si:36]([CH3:37])([CH3:38])[CH3:39])[c:20]3[n:21][cH:22][c:23]([C:26]#[CH:27])[n:24][c:25]23)=[O:40])[CH2:7][CH2:8]1. Starting materials: FC1=C(C(=O)O)C(=CN=C1)NC1=C(C=C(C=C1)I)F (3-fluoro-5-[(2-fluoro-4-iodophenyl)amino]isonicotinic acid), C(=O)(N1C=NC=C1)N1C=NC=C1 (1,1′-carbonyldiimidazol), N (ammonia). The solvent is CN(C)C=O (DMF). Conditions: temperature 60 celsius, time 1.5 hour. The product is FC1=C(C(=O)N)C(=CN=C1)NC1=C(C=C(C=C1)I)F (3-fluoro-5-[(2-fluoro-4-iodophenyl)amino]isonicotinamide). Reaction SMILES: [F:1][C:2]1[CH:10]=[N:9][CH:8]=[C:7]([NH:11][C:12]2[CH:17]=[CH:16][C:15]([I:18])=[CH:14][C:13]=2[F:19])[C:3]=1[C:4](O)=[O:5].C(N1C=CN=C1)([N:22]1C=CN=C1)=O.N>CN(C=O)C>[F:1][C:2]1[CH:10]=[N:9][CH:8]=[C:7]([NH:11][C:12]2[CH:17]=[CH:16][C:15]([I:18])=[CH:14][C:13]=2[F:19])[C:3]=1[C:4]([NH2:22])=[O:5]. Procedure: 5.000 g of 3-fluoro-5-[(2-fluoro-4-iodophenyl)amino]isonicotinic acid (13.294 mmol, 1. eq.) and 4.980 g of 1,1′-carbonyldiimidazol (30.710 mmol. 2.31 eq) were weighed into a round-bottom flask. 650 mL of dry DMF were added under a nitrogen atmosphere and the resulting mixture was stirred at 60° C. for 1.5 hours. The mixture was cooled to 3° C. in an ice bath, then ammonia (25 weight % in water) was added dropwise and the mixture stirred at room temperature for 18 hours. The resulting slurry was ... The reactants are COC1=C2CCCC(C2=CC=C1)=O (5-Methoxy-1-tetralone), C(C)[Mg]Br (Ethylmagnesium bromide). Solvent: C(C)OCC (diethyl ether). Reaction conditions: temperature 0 celsius. The product is CC1=C2C=CC=C(C2=CC=C1)O (5-Methyl-1-naphthol). RXN SMILES: CO[C:3]1[CH:12]=[CH:11][CH:10]=[C:9]2[C:4]=1[CH2:5][CH2:6][CH2:7][C:8]2=[O:13].[CH2:14]([Mg]Br)C>C(OCC)C>[CH3:14][C:3]1[CH:12]=[CH:11][CH:10]=[C:9]2[C:4]=1[CH:5]=[CH:6][CH:7]=[C:8]2[OH:13]. Reported procedure: 5-Methoxy-1-tetralone (5) (4 g, 22.6 mmol) was dissolved in 50 mL anhydrous diethyl ether, stirred, and cooled down on ice to 0° C. Ethylmagnesium bromide (19 mL, 56.8 mmol) was added dropwise to the solution, producing copious precipitation. The mixture was then heated to reflux and stirred for 10 h. After cooling, cold water was added slowly to the reaction mixture, which was then extracted with diethyl ether three times. The organic layer was evaporated to afford crude product 6. Without puri...